This data is from the Open Reaction Database (ORD), a public repository of structured organic reaction records. The task is: describe an organic reaction: reactants, conditions, products, and yield The reactants are C12(CC3CC(CC(C1)C3)C2)C(=O)Cl (1-Adamantanecarbonyl chloride), N#CN.[Na] (sodium cyanamide). The solvent is C1CCOC1 (THF), C1CCOC1 (THF). Conditions: time 15 hour. Yields the product C12(CC3CC(CC(C1)C3)C2)C(=O)NC#N (1-Adamantanecarbonyl Cyanamide). Isolated yield 85.2%. RXN SMILES: [C:1]12([C:11](Cl)=[O:12])[CH2:10][CH:5]3[CH2:6][CH:7]([CH2:9][CH:3]([CH2:4]3)[CH2:2]1)[CH2:8]2.[N:14]#[C:15][NH2:16].[Na]>C1COCC1>[C:1]12([C:11]([NH:16][C:15]#[N:14])=[O:12])[CH2:10][CH:5]3[CH2:6][CH:7]([CH2:9][CH:3]([CH2:4]3)[CH2:2]1)[CH2:8]2 |f:1.2,^1:16|. Procedure details: 1-Adamantanecarbonyl chloride (1.99 g, 0.010 mol) in 50 ml of THF was added drop-wise to a suspension of sodium cyanamide (1.92 g, 0.030 mol) in 100 ml of THF with stirring at ice bath temperature. The reaction was allowed to proceed at 25° C. for 15 hours. The reaction mixture was then extracted with ethyl acetate (100 ml). The separated aqueous portion (pH 10.5) was acidified to pH 1.5 with 10% HCl and extracted with ethyl acetate (3×60 ml). The ethyl acetate extract was dried over anhydrous s...